This data is from the Open Reaction Database (ORD), a public repository of structured organic reaction records. The task is: describe an organic reaction: reactants, conditions, products, and yield The reactants are CC(C)(C)OC(=O)COCCCCOC1CCCCO1, O=C([O-])O, CO, [Na+], O, Cc1ccc(S(=O)(=O)O)cc1. Product: CC(C)(C)OC(=O)COCCCCO. Reaction SMILES: [C:1]([CH3:2])([CH3:3])([CH3:4])[O:5][C:6]([CH2:7][O:8][CH2:9][CH2:10][CH2:11][CH2:12][O:13][CH:14]1[CH2:15][CH2:16][CH2:17][CH2:18][O:19]1)=[O:20].[C:33](=[O:34])([O-:35])[OH:36].[CH3:38][OH:39].[Na+:37].[OH2:21].[c:22]1([CH3:23])[cH:24][cH:25][c:26]([S:27]([OH:28])(=[O:29])=[O:30])[cH:31][cH:32]1>>[C:1]([CH3:2])([CH3:3])([CH3:4])[O:5][C:6]([CH2:7][O:8][CH2:9][CH2:10][CH2:11][CH2:12][OH:13])=[O:20].